Dataset: the Open Reaction Database (ORD), a public repository of structured organic reaction records. Task: describe an organic reaction: reactants, conditions, products, and yield The solvent is C(C)O (ethanol), C(C)O (ethanol), ClCCl (dichloromethane). Reactants: ClC=1C=C(N(C1)C1=CC=C(CN2C(=NC=3C2=NC=CC3C)S(=O)(=O)CC)C=C1)C1=NN=NN1 (3-[4-[4-chloro-2-(1H-tetrazol-5-yl)-1-pyrrolyl]benzyl]-2-ethylsulfonyl-7-methyl-3H-imidazo[4,5-b]pyridine), [O-]CC.[Na+] (sodium ethoxide), Cl(=O)(=O)O (hydrogenchloric acid). Procedure details: To a stirred solution of 3-[4-[4-chloro-2-(1H-tetrazol-5-yl)-1-pyrrolyl]benzyl]-2-ethylsulfonyl-7-methyl-3H-imidazo[4,5-b]pyridine (209 mg) in ethanol(2 ml) was added 1N sodium ethoxide solution in ethanol (1.02 ml) and dichloromethane(30 ml) at room temperature and the resulting mixture was heated under reflux for two hours. After cooling, the mixture was treated with 7% aqueous hydrogenchloric acid and the organic phase was washed with water and dried over anhydrous magnesium sulfute. After fi... Product: ClC=1C=C(N(C1)C1=CC=C(CN2C(=NC=3C2=NC=CC3C)OCC)C=C1)C1=NN=NN1 (3-[4-[4-chloro-2-(1H-tetrazol-5-yl)-1-pyrrolyl]benzyl]-2-ethoxy-7-methyl-3H-imidazo[4,5-b]pyridine). As a reaction SMILES: [Cl:1][C:2]1[CH:3]=[C:4]([C:29]2[NH:33][N:32]=[N:31][N:30]=2)[N:5]([C:7]2[CH:28]=[CH:27][C:10]([CH2:11][N:12]3[C:16]4=[N:17][CH:18]=[CH:19][C:20]([CH3:21])=[C:15]4[N:14]=[C:13]3S(CC)(=O)=O)=[CH:9][CH:8]=2)[CH:6]=1.[O-:34][CH2:35][CH3:36].[Na+].Cl(O)(=O)=O>C(O)C.ClCCl>[Cl:1][C:2]1[CH:3]=[C:4]([C:29]2[NH:30][N:31]=[N:32][N:33]=2)[N:5]([C:7]2[CH:8]=[CH:9][C:10]([CH2:11][N:12]3[C:16]4=[N:17][CH:18]=[CH:19][C:20]([CH3:21])=[C:15]4[N:14]=[C:13]3[O:34][CH2:35][CH3:36])=[CH:27][CH:28]=2)[CH:6]=1 |f:1.2|. Reactants: CC(=O)N1CCC(C(=O)c2ccc(NS(C)(=O)=O)cc2)CC1, Cl. The product is Cl, CS(=O)(=O)Nc1ccc(C(=O)C2CCNCC2)cc1. Reaction SMILES: [C:1](=[O:2])([CH3:3])[N:4]1[CH2:5][CH2:6][CH:7]([C:10]([c:11]2[cH:12][cH:13][c:14]([NH:17][S:18](=[O:19])(=[O:20])[CH3:21])[cH:15][cH:16]2)=[O:22])[CH2:8][CH2:9]1.[ClH:23]>>[ClH:23].[NH:4]1[CH2:5][CH2:6][CH:7]([C:10]([c:11]2[cH:12][cH:13][c:14]([NH:17][S:18](=[O:19])(=[O:20])[CH3:21])[cH:15][cH:16]2)=[O:22])[CH2:8][CH2:9]1. Reactants: COC(=O)C(Cc1ccc(N)cc1)NC(=S)C1(CCCCS(C)(=O)=O)CCCC1, Cc1ccnc(C)c1C(=O)O, [Cl-], O=C(Cl)C(=O)Cl, ClCCl, CN(C)C=O, O. Product: COC(=O)C(Cc1ccc(NC(=O)c2c(C)ccnc2C)cc1)NC(=S)C1(CCCCS(C)(=O)=O)CCCC1. As a reaction SMILES: [CH3:19][O:20][C:21]([CH:22]([NH:23][C:24](=[S:25])[C:26]1([CH2:31][CH2:32][CH2:33][CH2:34][S:35](=[O:36])(=[O:37])[CH3:38])[CH2:27][CH2:28][CH2:29][CH2:30]1)[CH2:39][c:40]1[cH:41][cH:42][c:43]([NH2:46])[cH:44][cH:45]1)=[O:47].[CH3:1][c:2]1[n:3][cH:4][cH:5][c:6]([CH3:11])[c:7]1[C:8](=[O:9])[OH:10].[Cl-:18].[Cl:12][C:13]([C:14]([Cl:15])=[O:16])=[O:17].[Cl:48][CH2:49][Cl:50].[O:52]=[CH:53][N:54]([CH3:55])[CH3:56].[OH2:51]>>[CH3:1][c:2]1[n:3][cH:4][cH:5][c:6]([CH3:11])[c:7]1[C:8](=[O:10])[NH:46][c:43]1[cH:42][cH:41][c:40]([CH2:39][CH:22]([C:21]([O:20][CH3:19])=[O:47])[NH:23][C:24](=[S:25])[C:26]2([CH2:31][CH2:32][CH2:33][CH2:34][S:35](=[O:36])(=[O:37])[CH3:38])[CH2:27][CH2:28][CH2:29][CH2:30]2)[cH:45][cH:44]1.